describe an organic reaction: reactants, conditions, products, and yield From a dataset of the Open Reaction Database (ORD), a public repository of structured organic reaction records. Yield: 79.0%. RXN SMILES: [CH3:1][C:2]1[CH:3]=[CH:4][C:5]2[C:6]([CH3:17])=[C:7]3[CH2:16][CH2:15][NH:14][CH2:13][CH2:12][C:8]3=[N:9][C:10]=2[CH:11]=1.Cl[C:19]([O:21][CH2:22][CH3:23])=[O:20]>>[CH2:22]([O:21][C:19]([N:14]1[CH2:15][CH2:16][C:7]2[C:8](=[N:9][C:10]3[CH:11]=[C:2]([CH3:1])[CH:3]=[CH:4][C:5]=3[C:6]=2[CH3:17])[CH2:12][CH2:13]1)=[O:20])[CH3:23]. Starting materials: CC=1C=CC=2C(=C3C(=NC2C1)CCNCC3)C (8,11-dimethyl-1,2,4,5-tetrahydro-3H-azepino[4,5-b]quinoline), ClC(=O)OCC (ethyl chloroformate). Reported procedure: 8,11-Dimethyl-1,2,4,5-tetrahydro-3-azepino[4,5-b]quinoline-carboxylic acid ethyl ester was prepared from 8,11-dimethyl-1,2,4,5-tetrahydro-3H-azepino[4,5-b]quinoline and ethyl chloroformate analogous to Example 155. Yield: 79% of theory; m.p. 121° C. Product: C(C)OC(=O)N1CCC2=NC=3C=C(C=CC3C(=C2CC1)C)C (8,11-Dimethyl-1,2,4,5-tetrahydro-3-azepino[4,5-b]quinoline-carboxylic acid ethyl ester).